From a dataset of the Open Reaction Database (ORD), a public repository of structured organic reaction records. describe an organic reaction: reactants, conditions, products, and yield Starting materials: ROD, FC(C(=O)O)(F)F (trifluoroacetic acid), [Br-].ClC1=NC=NN2C1=C(C=C2)C[N+](CC)(CC)CC ((4-chloro-pyrrolo[2,1-f][1,2,4]triazin-5-ylmethyl)-triethyl-ammonium bromide), NC1=CC(=C(C=C1)O)Cl (4-amino-2-chlorophenol), C(C)(C)(C)OC(NC1CCNCC1)=O (piperidine-4-yl-carbamic acid tert-butyl ester), 1F. Run in CO (methanol), C(C)#N (acetonitrile). The product is ClC=1C=C(C=CC1O)NC1=NC=NN2C1=C(C=C2)CN2CCC(CC2)NC(OC(C)(C)C)=O ({1-[4-(3-Chloro-4-hydroxy-phenylamino)-pyrrolo[2,1-f][1,2,4]triazin-5-ylmethyl]-piperidin-4-yl}-carbamic acid, tert-butyl ester). Yield: 73.4%. Reaction SMILES: [Br-].Cl[C:3]1[C:8]2=[C:9]([CH2:12][N+:13]([CH2:18][CH3:19])([CH2:16][CH3:17])CC)[CH:10]=[CH:11][N:7]2[N:6]=[CH:5][N:4]=1.[NH2:20][C:21]1[CH:26]=[CH:25][C:24]([OH:27])=[C:23]([Cl:28])[CH:22]=1.[C:29]([O:33][C:34](=[O:42])[NH:35][CH:36]1CCNCC1)([CH3:32])([CH3:31])[CH3:30].FC(F)(F)C(O)=O>C(#N)C.CO>[Cl:28][C:23]1[CH:22]=[C:21]([NH:20][C:3]2[C:8]3=[C:9]([CH2:12][N:13]4[CH2:16][CH2:17][CH:36]([NH:35][C:34](=[O:42])[O:33][C:29]([CH3:32])([CH3:31])[CH3:30])[CH2:19][CH2:18]4)[CH:10]=[CH:11][N:7]3[N:6]=[CH:5][N:4]=2)[CH:26]=[CH:25][C:24]=1[OH:27] |f:0.1|. Reported procedure: Compound 21A (2.5 g) was prepared from 1E (2.5 g, 7.2 mmol), 4-amino-2-chlorophenol (1.03 g, 7.2 mmol) and piperidine-4-yl-carbamic acid tert-butyl ester (1.44 g, 7.2 mmol) in acetonitrile by a route analogous to that used in Method Two for the preparation of 1F. Analytical HPLC retention time=2.436 min. (Chromolith Speed ROD column 4.6×50 mm, 10–90% aqueous methanol over 4 minutes containing 0.2% trifluoroacetic acid, 4 mL/min, monitoring at 254 nm) and a LC/MS M++1=473+. Reactants: C(CC(O)(C(=O)[O-])CC(=O)[O-])(=O)[O-].[Na+].[Na+].[Na+] (trisodium citrate), C1(=CC=CC=C1)OC (anisole), [Cl-].[Al+3].[Cl-].[Cl-] (aluminium chloride), NC=1SC=C(N1)/C(/C(=O)N[C@H]1[C@H]2COC(=C(N2C1=O)C(=O)OCC1=CC=C(C=C1)OC)C1OCCC1)=N/OC (4-methoxybenzyl (6S,7S)-7-[2-(2-aminothiazol-4-yl)-2-(Z)-methoxyiminoacetamido]-8-oxo-3-(tetrahydrofuran-2-yl)-1-aza-4-oxabicyclo[4.2.0]oct-2-ene-2-carboxylate). The solvent is ClCCl (dichloromethane), ClCCl (dichloromethane). Run at temperature -20 celsius, time 15 minute. Yields the product NC=1SC=C(N1)/C(/C(=O)N[C@H]1[C@H]2COC(=C(N2C1=O)C(=O)[O-])C1OCCC1)=N/OC.[Na+] (Sodium (6S,7S)-7-[2-(2-Aminothiazol-4-yl)-2-(Z)-methoxyiminoacetamido]-8-oxo-3-(tetrahydrofuran-2-yl)-1-aza-4-oxabicyclo[4.2.0]oct-2-ene-2-carboxylate). Reaction SMILES: C1(OC)C=CC=CC=1.[Cl-].[Al+3].[Cl-].[Cl-].[NH2:13][C:14]1[S:15][CH:16]=[C:17](/[C:19](=[N:49]/[O:50][CH3:51])/[C:20]([NH:22][C@@H:23]2[C:30](=[O:31])[N:29]3[C@@H:24]2[CH2:25][O:26][C:27]([CH:44]2[CH2:48][CH2:47][CH2:46][O:45]2)=[C:28]3[C:32]([O:34]CC2C=CC(OC)=CC=2)=[O:33])=[O:21])[N:18]=1.C([O-])(=O)CC(CC([O-])=O)(C([O-])=O)O.[Na+:65].[Na+].[Na+]>ClCCl>[NH2:13][C:14]1[S:15][CH:16]=[C:17](/[C:19](=[N:49]/[O:50][CH3:51])/[C:20]([NH:22][C@@H:23]2[C:30](=[O:31])[N:29]3[C@@H:24]2[CH2:25][O:26][C:27]([CH:44]2[CH2:48][CH2:47][CH2:46][O:45]2)=[C:28]3[C:32]([O-:34])=[O:33])=[O:21])[N:18]=1.[Na+:65] |f:1.2.3.4,6.7.8.9,11.12|. Procedure: A stirred mixture of anisole (2.38 ml) and dichloromethane (1.2 ml) under argon was cooled to -20° C. and treated with aluminium chloride (61 mg). The mixture was stirred at -20° C. for 15 min. and then a slurry of 4-methoxybenzyl (6S,7S)-7-[2-(2-aminothiazol-4-yl)-2-(Z)-methoxyiminoacetamido]-8-oxo-3-(tetrahydrofuran-2-yl)-1-aza-4-oxabicyclo[4.2.0]oct-2-ene-2-carboxylate (I) (88 mg) in dichloromethane (7.5 ml) was added. The mixture was stirred for 5 min. and then trisodium citrate (5.2 ml of 0... The reactants are BrC1=CC(=C(C=C1)C(=O)C1=CC=C(C=C1)OC)Cl ((4-Bromo-2-chlorophenyl)(4-methoxyphenyl)methanone), [Al+3].[Cl-].[Cl-].[Cl-] (AlCl3), O (Water). Solvent: C1=CC=CC=C1 (benzene). Product: BrC1=CC(=C(C=C1)C(=O)C1=CC=C(C=C1)O)Cl ((4-Bromo-2-chlorophenyl)(4-hydroxyphenyl)methanone). Isolated yield 74.2%. RXN SMILES: [Br:1][C:2]1[CH:7]=[CH:6][C:5]([C:8]([C:10]2[CH:15]=[CH:14][C:13]([O:16]C)=[CH:12][CH:11]=2)=[O:9])=[C:4]([Cl:18])[CH:3]=1.[Al+3].[Cl-].[Cl-].[Cl-].O>C1C=CC=CC=1>[Br:1][C:2]1[CH:7]=[CH:6][C:5]([C:8]([C:10]2[CH:15]=[CH:14][C:13]([OH:16])=[CH:12][CH:11]=2)=[O:9])=[C:4]([Cl:18])[CH:3]=1 |f:1.2.3.4|. Reported procedure: A mixture of 70 (2.00 g, 6.14 mmol) and AlCl3 (3.50 g, 26.2 mmol) were refluxed in benzene (50 mL) for 3 h and then cooled to RT. Water (100 mL) was cautiously added dropwise, and the mixture was extracted with Et2O (3×100 mL). The combined ethereal extracts were washed with water (200 mL), brine (200 mL), and dried over MgSO4. Concentration followed by flash chromatography (20:1 to 5:1 hexanes:EtOAc) afforded 1.42 g (74%) of 71. 1H NMR (400 MHz, CDCl3): δ 5.97 (br s, 1H), 6.89 (d, J=8.8 Hz, 2H)... The reactants are BrB(Br)Br, COc1ccc(C(F)(F)F)cc1NC(=O)Nc1ccccc1C(F)(F)F, ClCCl, O. Product: O=C(Nc1cc(C(F)(F)F)ccc1O)Nc1ccccc1C(F)(F)F. Reaction SMILES: [B:27]([Br:28])([Br:29])[Br:30].[CH3:1][O:2][c:3]1[c:4]([NH:13][C:14](=[O:15])[NH:16][c:17]2[c:18]([C:23]([F:24])([F:25])[F:26])[cH:19][cH:20][cH:21][cH:22]2)[cH:5][c:6]([C:9]([F:10])([F:11])[F:12])[cH:7][cH:8]1.[Cl:32][CH2:33][Cl:34].[OH2:31]>>[OH:2][c:3]1[c:4]([NH:13][C:14](=[O:15])[NH:16][c:17]2[c:18]([C:23]([F:24])([F:25])[F:26])[cH:19][cH:20][cH:21][cH:22]2)[cH:5][c:6]([C:9]([F:10])([F:11])[F:12])[cH:7][cH:8]1. Starting materials: COCCCCCCCOc1ccc(C(=O)OC)cc1, CCO, C1CCOC1. The product is COCCCCCCCOc1ccc(C(=O)O)cc1. Reaction SMILES: [CH3:1][O:2][CH2:3][CH2:4][CH2:5][CH2:6][CH2:7][CH2:8][CH2:9][O:10][c:11]1[cH:12][cH:13][c:14]([C:15](=[O:16])[O:17][CH3:18])[cH:19][cH:20]1.[CH3:21][CH2:22][OH:23].[O:24]1[CH2:25][CH2:26][CH2:27][CH2:28]1>>[CH3:1][O:2][CH2:3][CH2:4][CH2:5][CH2:6][CH2:7][CH2:8][CH2:9][O:10][c:11]1[cH:12][cH:13][c:14]([C:15](=[O:16])[OH:17])[cH:19][cH:20]1. The reactants are O1CCCC1 (tetrahydrofuran), [Si](C)(C)(C(C)(C)C)O[C@H]1CN(CC1)C1=CC(=C(C=C1)C=1NC(C2=C(N1)C(=NN2C2CCCCC2)C)=O)OC (5-[4-((3R)-3-{[tert-butyl(dimethyl)silyl]oxy}pyrrolidinyl)-2-methoxyphenyl]-1-cyclohexyl-3-methyl-1,6-dihydro-7H-pyrazolo[4,3-d]pyrimidin-7-one), [F-].C(CCC)[N+](CCCC)(CCCC)CCCC (tetrabutylammonium fluoride). The solvent is O (water). Run at time 2 hour. Product: C1(CCCCC1)N1N=C(C=2N=C(NC(C21)=O)C2=C(C=C(C=C2)N2C[C@@H](CC2)O)OC)C (1-Cyclohexyl-5-{4-[(3R)-3-hydroxypyrrolidinyl]-2-methoxyphenyl}-3-methyl-1,6-dihydro-7H-pyrazolo[4,3-d]pyrimidin-7-one). Reaction SMILES: O1CCCC1.[Si]([O:13][C@@H:14]1[CH2:18][CH2:17][N:16]([C:19]2[CH:24]=[CH:23][C:22]([C:25]3[NH:26][C:27](=[O:41])[C:28]4[N:33]([CH:34]5[CH2:39][CH2:38][CH2:37][CH2:36][CH2:35]5)[N:32]=[C:31]([CH3:40])[C:29]=4[N:30]=3)=[C:21]([O:42][CH3:43])[CH:20]=2)[CH2:15]1)(C(C)(C)C)(C)C.[F-].C([N+](CCCC)(CCCC)CCCC)CCC>O>[CH:34]1([N:33]2[C:28]3[C:27](=[O:41])[NH:26][C:25]([C:22]4[CH:23]=[CH:24][C:19]([N:16]5[CH2:17][CH2:18][C@@H:14]([OH:13])[CH2:15]5)=[CH:20][C:21]=4[O:42][CH3:43])=[N:30][C:29]=3[C:31]([CH3:40])=[N:32]2)[CH2:35][CH2:36][CH2:37][CH2:38][CH2:39]1 |f:2.3|. Reported procedure: To a 3 ml tetrahydrofuran solution of 243 mg (0.452 mmol) of the compound obtained in Example 269, 0.54 ml of tetrabutylammonium fluoride (1.0M tetrahydrofuran solution 0.54 mmoml) was added, and the mixture was stirred at room temperature for 2 hours. Then, water was added to the reaction mixture, and the mixture was extracted with dichloromethane. The organic layer was washed with water and a saturated aqueous solution of sodium chloride, and dried over anhydrous sodium sulfate, whereafter the... The yield is 58.1%. Procedure: An agitated solution of 2-[3-(4-phenyl-1,2,3,6-tetrahydro-1-pyridyl)propyl]-3-hydroxy-1-isoindolinone (11 g) in acetic acid (80 cc) is heated to a temperature close to 60° C. and 11.3 g of powdered zinc is added in small portions in the course of 10 minutes. The suspension obtained is then heated to a temperature close to 120° C. for 5 hours. The suspension is evaporated to dryness under reduced pressure (20 mm Hg; 2.7 kPa) at 80° C. The residue is dissolved in distilled water (250 cc) and the s... The reagents and catalysts are [Zn] (zinc). Starting materials: C1(=CC=CC=C1)C=1CCN(CC1)CCCN1C(C2=CC=CC=C2C1O)=O (2-[3-(4-phenyl-1,2,3,6-tetrahydro-1-pyridyl)propyl]-3-hydroxy-1-isoindolinone). Reaction SMILES: [C:1]1([C:7]2[CH2:8][CH2:9][N:10]([CH2:13][CH2:14][CH2:15][N:16]3[CH:24](O)[C:23]4[C:18](=[CH:19][CH:20]=[CH:21][CH:22]=4)[C:17]3=[O:26])[CH2:11][CH:12]=2)[CH:6]=[CH:5][CH:4]=[CH:3][CH:2]=1>C(O)(=O)C.[Zn]>[C:1]1([C:7]2[CH2:12][CH2:11][N:10]([CH2:13][CH2:14][CH2:15][N:16]3[CH2:24][C:23]4[C:18](=[CH:19][CH:20]=[CH:21][CH:22]=4)[C:17]3=[O:26])[CH2:9][CH:8]=2)[CH:2]=[CH:3][CH:4]=[CH:5][CH:6]=1. Yields the product C1(=CC=CC=C1)C=1CCN(CC1)CCCN1C(C2=CC=CC=C2C1)=O (2-[3-(4-phenyl-1,2,3,6-tetrahydro-1-pyridyl)propyl]-1-isoindolinone). Run in C(C)(=O)O (acetic acid). Starting materials: [OH-].[K+] (potassium hydroxide), C12(CC3CC(CC(C1)C3)C2)C=2C=C(C=CC2C(=O)OC)C=2C=C3C=CC(=CC3=CC2)C(=O)O (6-[3-(1-Adamantyl)-4-methoxycarbonylphenyl]-2-naphthoic acid). Solvent: C(CCC)O (n-butanol). Conditions: temperature 110 celsius. Yields the product C12(CC3CC(CC(C1)C3)C2)C=2C=C(C=CC2C(=O)O)C=2C=C3C=CC(=CC3=CC2)C(=O)O (6-[3-(1-Adamantyl)-4-carboxyphenyl]-2-naphthoic acid). As a reaction SMILES: [OH-].[K+].[C:3]12([C:13]3[CH:14]=[C:15]([C:23]4[CH:24]=[C:25]5[C:30](=[CH:31][CH:32]=4)[CH:29]=[C:28]([C:33]([OH:35])=[O:34])[CH:27]=[CH:26]5)[CH:16]=[CH:17][C:18]=3[C:19]([O:21]C)=[O:20])[CH2:12][CH:7]3[CH2:8][CH:9]([CH2:11][CH:5]([CH2:6]3)[CH2:4]1)[CH2:10]2>C(O)CCC>[C:3]12([C:13]3[CH:14]=[C:15]([C:23]4[CH:24]=[C:25]5[C:30](=[CH:31][CH:32]=4)[CH:29]=[C:28]([C:33]([OH:35])=[O:34])[CH:27]=[CH:26]5)[CH:16]=[CH:17][C:18]=3[C:19]([OH:21])=[O:20])[CH2:12][CH:7]3[CH2:6][CH:5]([CH2:11][CH:9]([CH2:8]3)[CH2:10]1)[CH2:4]2 |f:0.1|. Procedure details: 2 g of potassium hydroxide are added to a solution of 1.20 g (2.72 mmol) of the diester obtained in Example 15 in 50 ml of n-butanol and the mixture is heated at 110° C. for 24 hours. After the same treatment as in Example 8, and recrystallization from the ethyl acetate-THF mixture, 605 mg (52%) of the expected derivative are isolated, which derivative melts at 333°-335° C.